From a dataset of the Open Reaction Database (ORD), a public repository of structured organic reaction records. describe an organic reaction: reactants, conditions, products, and yield Reactants: CSCCC1NC2(CCN(C(=O)c3ccc(F)cc3)CC2)N(Cc2ccccc2)C1=O, C[Si](C)(C)Cl, CCC(C)=O, O. The product is CSCCC1NC2(CCN(C(=O)c3ccc(F)cc3)CC2)N(Cc2ccccc2)C1=O, Cl. RXN SMILES: [CH2:1]([c:2]1[cH:3][cH:4][cH:5][cH:6][cH:7]1)[N:8]1[C:9](=[O:31])[CH:10]([CH2:27][CH2:28][S:29][CH3:30])[NH:11][C:12]12[CH2:13][CH2:14][N:15]([C:18]([c:19]1[cH:20][cH:21][c:22]([F:25])[cH:23][cH:24]1)=[O:26])[CH2:16][CH2:17]2.[CH3:33][Si:34]([CH3:35])([CH3:36])[Cl:37].[CH3:38][C:39]([CH2:40][CH3:41])=[O:42].[OH2:32]>>[CH2:1]([c:2]1[cH:3][cH:4][cH:5][cH:6][cH:7]1)[N:8]1[C:9](=[O:31])[CH:10]([CH2:27][CH2:28][S:29][CH3:30])[NH:11][C:12]12[CH2:13][CH2:14][N:15]([C:18]([c:19]1[cH:20][cH:21][c:22]([F:25])[cH:23][cH:24]1)=[O:26])[CH2:16][CH2:17]2.[ClH:37]. Starting materials: BrCCc1ccccc1, Nc1ncnc2[nH]c(Sc3cc4c(cc3I)OCO4)nc12. The product is Nc1ncnc2c1nc(Sc1cc3c(cc1I)OCO3)n2CCc1ccccc1. Reaction SMILES: [Br:22][CH2:23][CH2:24][c:25]1[cH:26][cH:27][cH:28][cH:29][cH:30]1.[I:1][c:2]1[c:3]([S:11][c:12]2[nH:13][c:14]3[n:15][cH:16][n:17][c:18]([NH2:21])[c:19]3[n:20]2)[cH:4][c:5]2[c:6]([cH:10]1)[O:7][CH2:8][O:9]2>>[I:1][c:2]1[c:3]([S:11][c:12]2[n:13]([CH2:23][CH2:24][c:25]3[cH:26][cH:27][cH:28][cH:29][cH:30]3)[c:14]3[n:15][cH:16][n:17][c:18]([NH2:21])[c:19]3[n:20]2)[cH:4][c:5]2[c:6]([cH:10]1)[O:7][CH2:8][O:9]2. Starting materials: C[Si](CCOCN(C1=CC(=NC=2N1N=CC2C=2C=NC1=CC=C(C=C1C2)F)C(C)NC(=O)C2(COC(OC2)(C)C)C)COCC[Si](C)(C)C)(C)C (N-{1-[7-(bis{[2-(trimethylsilyl)ethoxy]methyl}amino)-3-(6-fluoroquinolin-3-yl)pyrazolo[1,5-a]pyrimidin-5-yl]ethyl}-2,2,5-trimethyl-1,3-dioxane-5-carboxamide), BrN1C(CCC1=O)=O (N-bromosuccinimide). Solvent: C(C)(=O)O (acetic acid). Reaction conditions: time 10 minute. The product is C[Si](CCOCN(C1=C(C(=NC=2N1N=CC2C=2C=NC1=CC=C(C=C1C2)F)C(C)NC(=O)C2(COC(OC2)(C)C)C)Br)COCC[Si](C)(C)C)(C)C (N-{1-[7-(bis{[2-(trimethylsilyl)ethoxy]methyl}amino)-6-bromo-3-(6-fluoroquinolin-3-yl)pyrazolo[1,5-a]pyrimidin-5-yl]ethyl}-2,2,5-trimethyl-1,3-dioxane-5-carboxamide). As a reaction SMILES: [CH3:1][Si:2]([CH3:51])([CH3:50])[CH2:3][CH2:4][O:5][CH2:6][N:7]([CH2:42][O:43][CH2:44][CH2:45][Si:46]([CH3:49])([CH3:48])[CH3:47])[C:8]1[N:13]2[N:14]=[CH:15][C:16]([C:17]3[CH:18]=[N:19][C:20]4[C:25]([CH:26]=3)=[CH:24][C:23]([F:27])=[CH:22][CH:21]=4)=[C:12]2[N:11]=[C:10]([CH:28]([NH:30][C:31]([C:33]2([CH3:41])[CH2:38][O:37][C:36]([CH3:40])([CH3:39])[O:35][CH2:34]2)=[O:32])[CH3:29])[CH:9]=1.[Br:52]N1C(=O)CCC1=O>C(O)(=O)C>[CH3:51][Si:2]([CH3:1])([CH3:50])[CH2:3][CH2:4][O:5][CH2:6][N:7]([CH2:42][O:43][CH2:44][CH2:45][Si:46]([CH3:47])([CH3:48])[CH3:49])[C:8]1[N:13]2[N:14]=[CH:15][C:16]([C:17]3[CH:18]=[N:19][C:20]4[C:25]([CH:26]=3)=[CH:24][C:23]([F:27])=[CH:22][CH:21]=4)=[C:12]2[N:11]=[C:10]([CH:28]([NH:30][C:31]([C:33]2([CH3:41])[CH2:38][O:37][C:36]([CH3:40])([CH3:39])[O:35][CH2:34]2)=[O:32])[CH3:29])[C:9]=1[Br:52]. Procedure: N-{1-[7-(bis{[2-(trimethylsilyl)ethoxy]methyl}amino)-3-(6-fluoroquinolin-3-yl)pyrazolo[1,5-a]pyrimidin-5-yl]ethyl}-2,2,5-trimethyl-1,3-dioxane-5-carboxamide (370 mg, 0.501 mmol) was dissolved in acetic acid (13 mL). and N-bromosuccinimide (104 mg, 0.585 mmol) was added in a single portion, and the reaction was stirred for 10 min before being quenched with 20% aq. Na2S2O3 (20 mL) and saturated aq. NaHCO3 (60 mL) and EtOAc (50 mL). Solid NaHCO3 was added until the pH was above 5. The layers were s... Reported procedure: A mixture of ethyl 6-bromo-1H-indole-2-carboxylate (2.5 g) and 4-methylphenylboric acid (1.39 g), potassium carbonate (2.58 g) and toluene/ethanol/water (90/9/9 ml) was stirred at room temperature for one hour. Into the reaction mixture was added tetrakis(triphenylphosphine)palladium (0.32 g), and the resulting mixture was heated at reflux for 18 hours. After cooling to room temperature, the mixture was extracted with ethyl acetate. The organic layer was washed with an aqueous saturated solution... Reactants: BrC1=CC=C2C=C(NC2=C1)C(=O)OCC (ethyl 6-bromo-1H-indole-2-carboxylate), CC1=CC=C(C=C1)OB(O)O (4-methylphenylboric acid), C([O-])([O-])=O.[K+].[K+] (potassium carbonate). Reaction SMILES: Br[C:2]1[CH:10]=[C:9]2[C:5]([CH:6]=[C:7]([C:11]([O:13][CH2:14][CH3:15])=[O:12])[NH:8]2)=[CH:4][CH:3]=1.[CH3:16][C:17]1[CH:22]=[CH:21][C:20](OB(O)O)=[CH:19][CH:18]=1.C(=O)([O-])[O-].[K+].[K+]>C1C=CC([P]([Pd]([P](C2C=CC=CC=2)(C2C=CC=CC=2)C2C=CC=CC=2)([P](C2C=CC=CC=2)(C2C=CC=CC=2)C2C=CC=CC=2)[P](C2C=CC=CC=2)(C2C=CC=CC=2)C2C=CC=CC=2)(C2C=CC=CC=2)C2C=CC=CC=2)=CC=1.C1(C)C=CC=CC=1.C(O)C.O>[CH3:16][C:17]1[CH:22]=[CH:21][C:20]([C:2]2[CH:10]=[C:9]3[C:5]([CH:6]=[C:7]([C:11]([O:13][CH2:14][CH3:15])=[O:12])[NH:8]3)=[CH:4][CH:3]=2)=[CH:19][CH:18]=1 |f:2.3.4,6.7.8,^1:36,38,57,76|. The reagents and catalysts are C=1C=CC(=CC1)[P](C=2C=CC=CC2)(C=3C=CC=CC3)[Pd]([P](C=4C=CC=CC4)(C=5C=CC=CC5)C=6C=CC=CC6)([P](C=7C=CC=CC7)(C=8C=CC=CC8)C=9C=CC=CC9)[P](C=1C=CC=CC1)(C=1C=CC=CC1)C=1C=CC=CC1 (tetrakis(triphenylphosphine)palladium). The product is CC1=CC=C(C=C1)C1=CC=C2C=C(NC2=C1)C(=O)OCC (ethyl 6-(4-methylphenyl)-1H-indole-2-carboxylate). Conditions: time 1 hour. Isolated yield 75.1%. The solvent is C1(=CC=CC=C1)C.C(C)O.O (toluene ethanol water). Reactants: OC1=C(CC=2C(NN(C2C(C)C)CCO)=O)C=CC=C1 (4-(2-hydroxybenzyl)-1-(2-hydroxyethyl)-5-isopropyl-1,2-dihydropyrazol-3-one), CC(=O)OC[C@@H]1[C@H]([C@@H]([C@H]([C@H](O1)Br)OC(=O)C)OC(=O)C)OC(=O)C (acetobromo-α-D-glucose), [OH-].[Na+] (sodium hydroxide). The reagents and catalysts are [Cl-].C(C1=CC=CC=C1)[N+](CCCC)(CCCC)CCCC (benzyl tri(n-butyl)ammonium chloride). Solvent: ClCCl (dichloromethane). Run at time 3 hour. The product is OC1=C(CC=2C(=NN(C2C(C)C)CCO)O[C@H]2[C@H](OC(C)=O)[C@@H](OC(C)=O)[C@H](OC(C)=O)[C@H](O2)COC(C)=O)C=CC=C1 (4-(2-Hydroxybenzyl)-1-(2-hydroxyethyl)-5-isopropyl-3-(2,3,4,6-tetra-O-acetyl-β-D-glucopyranosyloxy)-1H-pyrazole). Isolated yield 17.7%. As a reaction SMILES: [OH:1][C:2]1[CH:20]=[CH:19][CH:18]=[CH:17][C:3]=1[CH2:4][C:5]1[C:6](=[O:16])[NH:7][N:8]([CH2:13][CH2:14][OH:15])[C:9]=1[CH:10]([CH3:12])[CH3:11].[CH3:21][C:22]([O:24][CH2:25][C@H:26]1[O:31][C@H:30](Br)[C@H:29]([O:33][C:34]([CH3:36])=[O:35])[C@@H:28]([O:37][C:38]([CH3:40])=[O:39])[C@@H:27]1[O:41][C:42]([CH3:44])=[O:43])=[O:23].[OH-].[Na+]>[Cl-].C([N+](CCCC)(CCCC)CCCC)C1C=CC=CC=1.ClCCl>[OH:1][C:2]1[CH:20]=[CH:19][CH:18]=[CH:17][C:3]=1[CH2:4][C:5]1[C:6]([O:16][C@@H:30]2[O:31][C@H:26]([CH2:25][O:24][C:22](=[O:23])[CH3:21])[C@@H:27]([O:41][C:42](=[O:43])[CH3:44])[C@H:28]([O:37][C:38](=[O:39])[CH3:40])[C@H:29]2[O:33][C:34](=[O:35])[CH3:36])=[N:7][N:8]([CH2:13][CH2:14][OH:15])[C:9]=1[CH:10]([CH3:12])[CH3:11] |f:2.3,4.5|. Reported procedure: To a solution of 4-(2-hydroxybenzyl)-1-(2-hydroxyethyl)-5-isopropyl-1,2-dihydropyrazol-3-one (90 mg), acetobromo-α-D-glucose (161 mg) and benzyl tri(n-butyl)ammonium chloride (101 mg) in dichloromethane (5 mL) was added 2 mol/L aqueous sodium hydroxide solution (0.81 mL), and the mixture was stirred at room temperature for 3 hours. The reaction mixture was purified by column chromatography on aminopropyl silica gel (eluent: ethyl acetate/hexane 1/1—ethyl acetate) to give the title compound (35 m... The reactants are [OH-].[Na+] (NaOH), C1CC2=CC=CC=3C(NC4=C(N1C32)C=CC=C4)=O (1,2-dihydrobenzo[b]pyrrolo[3,2,1-jk][1,4]-benzodiazepin-6-one), [H-].[Na+] (sodium hydride), C(C#C)Br (propargyl bromide). Solvent: CN(C=O)C (dimethylformamide). Run at time 1.5 hour. Product: C(C#C)N1C2=C(N3C4=C(C1=O)C=CC=C4CC3)C=CC=C2 (1,2-Dihydro-7-(2-propynyl)benzo[b]pyrrolo[3,2,1-jk][1,4]benzodiazepin-6-one). The yield is 19.8%. Reaction SMILES: [CH2:1]1[N:12]2[C:13]3[C:3](=[CH:4][CH:5]=[CH:6][C:7]=3[C:8](=[O:18])[NH:9][C:10]3[CH:17]=[CH:16][CH:15]=[CH:14][C:11]=32)[CH2:2]1.[H-].[Na+].[CH2:21](Br)[C:22]#[CH:23].[OH-].[Na+]>CN(C)C=O>[CH2:23]([N:9]1[C:8](=[O:18])[C:7]2[CH:6]=[CH:5][CH:4]=[C:3]3[CH2:2][CH2:1][N:12]([C:13]=23)[C:11]2[CH:14]=[CH:15][CH:16]=[CH:17][C:10]1=2)[C:22]#[CH:21] |f:1.2,4.5|. Procedure details: A mixture prepared from 1,2-dihydrobenzo[b]pyrrolo[3,2,1-jk][1,4]-benzodiazepin-6-one (8.3 gm, 35 mmole) and sodium hydride (1.65 gm, 50% in oil, 1.0 eq) in dimethylformamide (DMF, 80 ml) was stirred at room temperature for 1.5 hours under N2. It was cooled to ~0° C. To this solution was charged propargyl bromide (16.5 gm, 80% in toluene, 3 eq) and the mixture was stirred for another 1.5 hours at 0° C. At the end of the reaction, the solution was poured into 10% NaOH (250 ml), and extracted with... The reactants are dithioketal, C(C)O (ethanol), B(F)(F)F.CCOCC (boron trifluoride diethyl etherate), B(F)(F)F.CCOCC (Boron trifluoride diethyl etherate), C(C)OC(CCCCC(=O)C1=CC(=C(C(=C1)C(C)C)O)C(C)C)=O (6-(4-hydroxy-3,5-diisopropyl-phenyl)-6-oxo-hexanoic acid ethyl ester), C(C)(S)S (ethanedithiol). The reagents and catalysts are [Ni] (Raney nickel). Run in O (water), ClCCl (dichloromethane). Run at time 8 hour. The product is C(C)OC(CCCCCC1=CC(=C(C(=C1)C(C)C)O)C(C)C)=O (6-(4-Hydroxy-3,5-diisopropyl-phenyl)-hexanoic acid ethyl ester). As a reaction SMILES: B(F)(F)F.CCOCC.[CH2:10]([O:12][C:13](=[O:33])[CH2:14][CH2:15][CH2:16][CH2:17][C:18]([C:20]1[CH:25]=[C:24]([CH:26]([CH3:28])[CH3:27])[C:23]([OH:29])=[C:22]([CH:30]([CH3:32])[CH3:31])[CH:21]=1)=O)[CH3:11].C(S)(S)C.C(O)C>ClCCl.[Ni].O>[CH2:10]([O:12][C:13](=[O:33])[CH2:14][CH2:15][CH2:16][CH2:17][CH2:18][C:20]1[CH:21]=[C:22]([CH:30]([CH3:32])[CH3:31])[C:23]([OH:29])=[C:24]([CH:26]([CH3:28])[CH3:27])[CH:25]=1)[CH3:11] |f:0.1|. Reported procedure: Boron trifluoride diethyl etherate (4.8 mL, 39 mmol) was added to a mixture of 6-(4-hydroxy-3,5-diisopropyl-phenyl)-6-oxo-hexanoic acid ethyl ester (13.19 g, 39.4 mmol) and ethanedithiol (3.5 mL, 39.3 mmol) in dichloromethane (100 mL), and the resulting deep red mixture was stirred overnight at room temperature. An additional amount of boron trifluoride diethyl etherate (1.2 mL, 10 mmol) was added, and the reaction mixture was stirred an additional 4 hours at room temperature. The reaction mixtu...